From a dataset of the Open Reaction Database (ORD), a public repository of structured organic reaction records. describe an organic reaction: reactants, conditions, products, and yield Reaction SMILES: [C:1]([O:2][C:3](=[O:4])[NH:8][CH:9]([CH2:10][CH2:11][O:12][C:13]([CH2:14][CH2:15][CH2:16][CH2:17][CH2:18][CH2:19][CH2:20][CH:21]=[CH:22][CH2:23][CH2:24][CH2:25][CH2:26][CH2:27][CH2:28][CH2:29][CH3:30])=[O:31])[O:32][C:33]([CH2:34][CH2:35][CH2:36][CH2:37][CH2:38][CH2:39][CH2:40][CH:41]=[CH:42][CH2:43][CH2:44][CH2:45][CH2:46][CH2:47][CH2:48][CH2:49][CH3:50])=[O:51])([CH3:5])([CH3:6])[CH3:7].[Cl:59][CH2:60][Cl:61].[F:52][C:53]([F:54])([F:55])[C:56]([OH:57])=[O:58]>>[NH2:8][CH:9]([CH2:10][CH2:11][O:12][C:13]([CH2:14][CH2:15][CH2:16][CH2:17][CH2:18][CH2:19][CH2:20][CH:21]=[CH:22][CH2:23][CH2:24][CH2:25][CH2:26][CH2:27][CH2:28][CH2:29][CH3:30])=[O:31])[O:32][C:33]([CH2:34][CH2:35][CH2:36][CH2:37][CH2:38][CH2:39][CH2:40][CH:41]=[CH:42][CH2:43][CH2:44][CH2:45][CH2:46][CH2:47][CH2:48][CH2:49][CH3:50])=[O:51]. The reactants are CCCCCCCCC=CCCCCCCCC(=O)OCCC(NC(=O)OC(C)(C)C)OC(=O)CCCCCCCC=CCCCCCCCC, ClCCl, O=C(O)C(F)(F)F. Product: CCCCCCCCC=CCCCCCCCC(=O)OCCC(N)OC(=O)CCCCCCCC=CCCCCCCCC.